From a dataset of the Open Reaction Database (ORD), a public repository of structured organic reaction records. describe an organic reaction: reactants, conditions, products, and yield The reactants are NC(CCCC(=O)OC)C1=C(C=CC2=CC=CC=C12)OC (methyl 5-amino-5-(2-methoxynaphthalen-1-yl)pentanoate), O(C1=CC=CC=C1)C=1C=C(C=O)C=CC1 (3-phenoxybenzaldehyde). Product: COC1=C(C2=CC=CC=C2C=C1)C1CCCC(N1CC1=CC(=CC=C1)OC1=CC=CC=C1)=O (6-(2-methoxynaphthalen-1-yl)-1-(3-phenoxybenzyl)piperidin-2-one). As a reaction SMILES: [NH2:1][CH:2]([C:10]1[C:19]2[C:14](=[CH:15][CH:16]=[CH:17][CH:18]=2)[CH:13]=[CH:12][C:11]=1[O:20][CH3:21])[CH2:3][CH2:4][CH2:5][C:6]([O:8]C)=O.[O:22]([C:29]1[CH:30]=[C:31]([CH:34]=[CH:35][CH:36]=1)[CH:32]=O)[C:23]1[CH:28]=[CH:27][CH:26]=[CH:25][CH:24]=1>>[CH3:21][O:20][C:11]1[CH:12]=[CH:13][C:14]2[C:19](=[CH:18][CH:17]=[CH:16][CH:15]=2)[C:10]=1[CH:2]1[N:1]([CH2:32][C:31]2[CH:34]=[CH:35][CH:36]=[C:29]([O:22][C:23]3[CH:28]=[CH:27][CH:26]=[CH:25][CH:24]=3)[CH:30]=2)[C:6](=[O:8])[CH2:5][CH2:4][CH2:3]1. Procedure: Prepared according to general procedure 1 (GP1) using methyl 5-amino-5-(2-methoxynaphthalen-1-yl)pentanoate and commercially available 3-phenoxybenzaldehyde. Subsequent purification by preparative HPLC afforded the target compound. LC-MS (conditions A): tR=0.99 min.; [M+H]+: 438.14 g/mol.